Dataset: the Open Reaction Database (ORD), a public repository of structured organic reaction records. Task: describe an organic reaction: reactants, conditions, products, and yield The product is C(CCC)N1C(N(C(C=2C1=NN1C2N(CCC1)C)=O)CCC)=O (1-Butyl-5-methyl-3-propyl-5,6,7,8-tetrahydropyrimido[2',1': 5,1]pyrazolo[3,4-d]pyrimidine-2,4(1H,3H)-dione). Reaction conditions: time 5 hour. Starting materials: C(CCC)N1C(N(C(C=2C1=NN(C2NC)CCCCl)=O)CCC)=O (7-butyl-2-(3-chloropropyl)-3-methylamino-5-propyl-2H-pyrazolo[3,4-d]pyrimidine-4,6(5H,7H)-dione), [H-].[Na+] (sodium hydride). Solvent: CN(C)C=O (DMF). Procedure details: To a stirred solution of 7-butyl-2-(3-chloropropyl)-3-methylamino-5-propyl-2H-pyrazolo[3,4-d]pyrimidine-4,6(5H,7H)-dione(2.0 g) in DMF(30 ml) was added sodium hydride(60% oil, 0.67 g), in portions under ice-cooling. The mixture was stirred at room temperature for further 5 hours. The reaction mixture was concentrated to dryness and the concentrate was added to ice-water. The mixture was stirred for a while, whereupon crystals precipitated out. The crystals were collected by filtration and recrys... As a reaction SMILES: [CH2:1]([N:5]1[C:10]2=[N:11][N:12]([CH2:16][CH2:17][CH2:18]Cl)[C:13]([NH:14][CH3:15])=[C:9]2[C:8](=[O:20])[N:7]([CH2:21][CH2:22][CH3:23])[C:6]1=[O:24])[CH2:2][CH2:3][CH3:4].[H-].[Na+]>CN(C=O)C>[CH2:1]([N:5]1[C:10]2=[N:11][N:12]3[CH2:16][CH2:17][CH2:18][N:14]([CH3:15])[C:13]3=[C:9]2[C:8](=[O:20])[N:7]([CH2:21][CH2:22][CH3:23])[C:6]1=[O:24])[CH2:2][CH2:3][CH3:4] |f:1.2|. The yield is 86.3%.